Dataset: the Open Reaction Database (ORD), a public repository of structured organic reaction records. Task: describe an organic reaction: reactants, conditions, products, and yield The reactants are NCC(C1=CC(=CC=C1)Cl)O (α-(aminomethyl)-m-chlorobenzyl alcohol), N([N+](=O)[O-])C=1NCCN1 (2-(nitramino)-2-imidazoline). The solvent is C=1(C(=CC=CC1)C)C (xylene), C=1(C(=CC=CC1)C)C (xylene). Yields the product ClC=1C=C(C(CNC=2NCCN2)O)C=CC1 (m-chloro-α-(2-imidazolin-2-ylaminomethy)benzyl alcohol). Reaction SMILES: [NH2:1][CH2:2][CH:3]([OH:11])[C:4]1[CH:9]=[CH:8][CH:7]=[C:6]([Cl:10])[CH:5]=1.N([C:16]1[NH:17][CH2:18][CH2:19][N:20]=1)[N+]([O-])=O>C1(C)C(C)=CC=CC=1>[Cl:10][C:6]1[CH:5]=[C:4]([CH:9]=[CH:8][CH:7]=1)[CH:3]([OH:11])[CH2:2][NH:1][C:16]1[NH:20][CH2:19][CH2:18][N:17]=1. Reported procedure: A mixture of 9.5 parts of α-(aminomethyl)-m-chlorobenzyl alcohol, 7.15 parts of 2-(nitramino)-2-imidazoline and 40 parts of xylene is stirred in an oil-bath at 150°-160°C. while a great part of the xylene is distilled off. The resulting residue is diluted with a few parts of acetone and the product is allowed to crystallize. It is filtered off and crystallized from 4-methyl-2-pentanone, yielding m-chloro-α-(2-imidazolin-2-ylaminomethy)benzyl alcohol; m.p. 108.5°C.